From a dataset of the Open Reaction Database (ORD), a public repository of structured organic reaction records. describe an organic reaction: reactants, conditions, products, and yield Reactants: CC(=O)NCC1CN(c2ccc(N3CC4OCCN(C(=O)COC(C)=O)C4C3)c(F)c2)C(=O)O1, O=C([O-])[O-], CO, [K+], [K+]. The product is CC(=O)NCC1CN(c2ccc(N3CC4OCCN(C(=O)CO)C4C3)c(F)c2)C(=O)O1. Reaction SMILES: [C:1](=[O:2])([CH3:3])[O:4][CH2:5][C:6](=[O:7])[N:8]1[CH:9]2[CH:10]([O:11][CH2:12][CH2:13]1)[CH2:14][N:15]([c:17]1[c:18]([F:34])[cH:19][c:20]([N:23]3[C:24](=[O:33])[O:25][CH:26]([CH2:28][NH:29][C:30]([CH3:31])=[O:32])[CH2:27]3)[cH:21][cH:22]1)[CH2:16]2.[C:35](=[O:36])([O-:37])[O-:38].[CH3:41][OH:42].[K+:39].[K+:40]>>[OH:4][CH2:5][C:6](=[O:7])[N:8]1[CH:9]2[CH:10]([O:11][CH2:12][CH2:13]1)[CH2:14][N:15]([c:17]1[c:18]([F:34])[cH:19][c:20]([N:23]3[C:24](=[O:33])[O:25][CH:26]([CH2:28][NH:29][C:30]([CH3:31])=[O:32])[CH2:27]3)[cH:21][cH:22]1)[CH2:16]2. The reactants are O[C@H](CCC(=O)[O-])C1=C(C=CC=C1)C.[Na+] (Sodium (R)-4-Hydroxy-4-(2-methylphenyl)butanoate), [H-].[Na+] (sodium hydride), O1CCCC1 (tetrahydrofuran), FC1=C(C#N)C=CC(=C1)OCC=1C=NSC1 (2-fluoro-4-(isothiazol-4-ylmethoxy)benzonitrile), O1CCCC1 (tetrahydrofuran). Run at temperature 50 celsius, time 1 hour. Product: C(#N)C1=C(OC(C(=O)O)CCC2=C(C=CC=C2)C)C=C(C=C1)OCC=1C=NSC1 ((2-cyano-5-(isothiazol-4-ylmethoxy)phenoxy]-4-(2-methylphenyl)butanoic acid). RXN SMILES: O[C@@H:2]([C:8]1[CH:13]=[CH:12][CH:11]=[CH:10][C:9]=1[CH3:14])[CH2:3][CH2:4][C:5]([O-:7])=[O:6].[Na+].[H-].[Na+].F[C:19]1[CH:26]=[C:25]([O:27][CH2:28][C:29]2[CH:30]=[N:31][S:32][CH:33]=2)[CH:24]=[CH:23][C:20]=1[C:21]#[N:22].[O:34]1CCCC1>>[C:21]([C:20]1[CH:23]=[CH:24][C:25]([O:27][CH2:28][C:29]2[CH:30]=[N:31][S:32][CH:33]=2)=[CH:26][C:19]=1[O:34][CH:4]([CH2:3][CH2:2][C:8]1[CH:13]=[CH:12][CH:11]=[CH:10][C:9]=1[CH3:14])[C:5]([OH:7])=[O:6])#[N:22] |f:0.1,2.3|. Procedure details: Sodium (R)-4-Hydroxy-4-(2-methylphenyl)butanoate (0.39 g) is added in one portion to a stirred suspension of sodium hydride (0.11 g, 60% dispersion in mineral oil) in tetrahydrofuran (30 mL) and the mixture is stirred at 50° C. for 1 hour. A solution of 2-fluoro-4-(isothiazol-4-ylmethoxy)benzonitrile (0.21 g) in tetrahydrofuran (20 mL) is added and the reaction mixture is stirred at reflux for 16 hours. The reaction mixture is concentrated in vacuo and water is added to the residue. The solution... The reactants are CC#N, N#Cc1cc(F)cc2c(C=O)c[nH]c12, CCOC(=O)C=P(c1ccccc1)(c1ccccc1)c1ccccc1. Yields the product CCOC(=O)C=Cc1c[nH]c2c(C#N)cc(F)cc12. Reaction SMILES: [CH3:40][C:41]#[N:42].[F:1][c:2]1[cH:3][c:4]2[c:5]([CH:13]=[O:14])[cH:6][nH:7][c:8]2[c:9]([C:11]#[N:12])[cH:10]1.[c:15]1([P:16]([c:17]2[cH:18][cH:19][cH:20][cH:21][cH:22]2)([c:23]2[cH:24][cH:25][cH:26][cH:27][cH:28]2)=[CH:34][C:35](=[O:36])[O:37][CH2:38][CH3:39])[cH:29][cH:30][cH:31][cH:32][cH:33]1>>[F:1][c:2]1[cH:3][c:4]2[c:5]([CH:13]=[CH:34][C:35](=[O:36])[O:37][CH2:38][CH3:39])[cH:6][nH:7][c:8]2[c:9]([C:11]#[N:12])[cH:10]1. The reactants are CC(C)OC(=NC#N)c1cccnc1, CO, NC(Cc1ccccc1)c1ccccc1. Product: N#CNC(=NC(Cc1ccccc1)c1ccccc1)c1cccnc1. Reaction SMILES: [C:1](#[N:2])[N:3]=[C:4]([O:5][CH:6]([CH3:7])[CH3:8])[c:9]1[cH:10][n:11][cH:12][cH:13][cH:14]1.[CH3:30][OH:31].[c:15]1([CH:21]([CH2:22][c:23]2[cH:24][cH:25][cH:26][cH:27][cH:28]2)[NH2:29])[cH:16][cH:17][cH:18][cH:19][cH:20]1>>[C:1](#[N:2])[NH:3][C:4]([c:9]1[cH:10][n:11][cH:12][cH:13][cH:14]1)=[N:29][CH:21]([c:15]1[cH:16][cH:17][cH:18][cH:19][cH:20]1)[CH2:22][c:23]1[cH:24][cH:25][cH:26][cH:27][cH:28]1. Reactants: FC(C(=O)O)(F)F (trifluoroacetic acid), ClC1=CC=C(C=C1)NC1=NC=CC=C1C(C(=O)O)(C)C ((4-chlorophenyl)amino-a,a-dimethyl-3-pyridineacetic acid). The solvent is ClCCl (dichloromethane). Reaction conditions: time 16 hour. Yields the product ClC1=CC=C(C=C1)N1C(C(C=2C1=NC=CC2)(C)C)=O (1-(4-Chlorophenyl)-1,3-dihydro-3,3-dimethyl-2H-pyrrolo[2,3-b]pyridin-2-one). As a reaction SMILES: FC(F)(F)C(O)=O.[Cl:8][C:9]1[CH:14]=[CH:13][C:12]([NH:15][C:16]2[C:21]([C:22]([CH3:27])([CH3:26])[C:23](O)=[O:24])=[CH:20][CH:19]=[CH:18][N:17]=2)=[CH:11][CH:10]=1>ClCCl>[Cl:8][C:9]1[CH:14]=[CH:13][C:12]([N:15]2[C:16]3=[N:17][CH:18]=[CH:19][CH:20]=[C:21]3[C:22]([CH3:27])([CH3:26])[C:23]2=[O:24])=[CH:11][CH:10]=1. Procedure: Add trifluoroacetic acid (5 mL) to 2-[(4-chlorophenyl)amino-a,a-dimethyl-3-pyridineacetic acid (S) (3.00 g, 0.010 mole) in dichloromethane (40 mL). Stir for 16 hours at room temperature. Rotoevaporate to remove the solvent. Add saturated organic solution with MgSO4, filter, and rotoevaporate. Dissolve the oil in dichloromethane, and chromatograph on silica gel, eluting with dichloromethane. Combine the appropriate fractions, and concentrate under reduced pressure to give a solid. Recrystallize w...